This data is from the Open Reaction Database (ORD), a public repository of structured organic reaction records. The task is: describe an organic reaction: reactants, conditions, products, and yield Reactants: ClCCl, COc1cc2c(cc1CNC1CCCNC1c1ccccc1)N(C)C(=O)CC2, CC#N, CC(C)I. Yields the product COc1cc2c(cc1CNC1CCCN(C(C)C)C1c1ccccc1)N(C)C(=O)CC2. RXN SMILES: [CH2:36]([Cl:37])[Cl:38].[CH3:1][O:2][c:3]1[cH:4][c:5]2[c:10]([cH:11][c:12]1[CH2:13][NH:14][CH:15]1[CH:16]([c:21]3[cH:22][cH:23][cH:24][cH:25][cH:26]3)[NH:17][CH2:18][CH2:19][CH2:20]1)[N:9]([CH3:27])[C:8](=[O:28])[CH2:7][CH2:6]2.[CH3:33][C:34]#[N:35].[I:29][CH:30]([CH3:31])[CH3:32]>>[CH3:1][O:2][c:3]1[cH:4][c:5]2[c:10]([cH:11][c:12]1[CH2:13][NH:14][CH:15]1[CH:16]([c:21]3[cH:22][cH:23][cH:24][cH:25][cH:26]3)[N:17]([CH:30]([CH3:31])[CH3:32])[CH2:18][CH2:19][CH2:20]1)[N:9]([CH3:27])[C:8](=[O:28])[CH2:7][CH2:6]2. The reactants are C(C1=CC=CC=C1)N1C=NC=2N(C(N\C(\C12)=N/N)=O)CCCCC ((6Z)-7-Benzyl-3-pentyl-3,7-dihydro-1H-purine-2,6-dione 6-hydrazone), C(OCC)([O-])[O-] (ethyl orthoformate). Reaction conditions: temperature 60 celsius, time 1 hour. The product is C(C1=CC=CC=C1)N1C=NC=2N(C(N3C(C12)=NN=C3)=O)CCCCC (9-Benzyl-6-pentyl-6,9-dihydro-5H-[1,2,4]triazolo[3,4-i]purin-5-one). Yield: 49.5%. As a reaction SMILES: [CH2:1]([N:8]1[C:16]2/[C:15](=[N:17]/[NH2:18])/[NH:14][C:13](=[O:19])[N:12]([CH2:20][CH2:21][CH2:22][CH2:23][CH3:24])[C:11]=2[N:10]=[CH:9]1)[C:2]1[CH:7]=[CH:6][CH:5]=[CH:4][CH:3]=1.[CH:25]([O-])([O-])OCC>>[CH2:1]([N:8]1[C:16]2[C:15]3=[N:17][N:18]=[CH:25][N:14]3[C:13](=[O:19])[N:12]([CH2:20][CH2:21][CH2:22][CH2:23][CH3:24])[C:11]=2[N:10]=[CH:9]1)[C:2]1[CH:7]=[CH:6][CH:5]=[CH:4][CH:3]=1. Procedure: (6Z)-7-Benzyl-3-pentyl-3,7-dihydro-1H-purine-2,6-dione 6-hydrazone (0.50 g, 1.5 mmol) was mixed with ethyl orthoformate (5 mL, 30 mmol). After being stirred at 60° C. for 1 h, the reaction mixture was concentrated in vacuum. The residue was treated with ether to yield the desired product as a white solid (0.25 g, 48.5%). LCMS calculated for C18H21N6O (M+H): 337.2. found: 337.1. Starting materials: COC1=CC=C(CC2=CC=C(C(=O)OCC)C=C2)C=C1 (ethyl 4-(4-methoxybenzyl)benzoate), [OH-].[Na+] (sodium hydroxide), C(C)O (ethanol). The solvent is O (water). Product: COC1=CC=C(CC2=CC=C(C(=O)O)C=C2)C=C1 (4-(4-Methoxybenzyl)benzoic acid). As a reaction SMILES: [CH3:1][O:2][C:3]1[CH:20]=[CH:19][C:6]([CH2:7][C:8]2[CH:18]=[CH:17][C:11]([C:12]([O:14]CC)=[O:13])=[CH:10][CH:9]=2)=[CH:5][CH:4]=1.[OH-].[Na+].C(O)C>O>[CH3:1][O:2][C:3]1[CH:20]=[CH:19][C:6]([CH2:7][C:8]2[CH:18]=[CH:17][C:11]([C:12]([OH:14])=[O:13])=[CH:10][CH:9]=2)=[CH:5][CH:4]=1 |f:1.2|. Procedure: A mixture of 120 g. of ethyl 4-(4-methoxybenzyl)benzoate, 500 ml. of 2N sodium hydroxide solution and 250 ml. of ethanol was heated at reflux for two hours. The reaction mixture was cooled, diluted with water and extracted with ether. The aqueous layer was acidified with hydrochloric acid and the precipitate which formed was collected and dried to give 100 g. of 4-(4-methoxybenzyl)benzoic acid, m.p. 152°-153° C. when recrystallized from aqueous ethanol. The reactants are CN(CCN1C(NC2=C1C=CC=C2)=O)C (1,3-dihydro-1-(2-dimethylaminoethyl)-2H-benzimidazol-2-one), [Br-].[Br-].[Br-].C(C1=CC=CC=C1)[N+](C)(C)C.C(C1=CC=CC=C1)[N+](C)(C)C.C(C1=CC=CC=C1)[N+](C)(C)C (benzyltrimethylammonium tribromide). The reagents and catalysts are [Cl-].[Zn+2].[Cl-] (zinc chloride). Run in C(C)(=O)O (acetic acid). Run at temperature 70 celsius, time 24 hour. Yields the product CN(CCN1C(NC2=C1C=C(C(=C2Br)Br)Br)=O)C (1,3-dihydro-1-(2-dimethylaminoethyl)-4,5,6-tribromo-2H-benzimidazol-2-one), BrC1=CC2=C(N(C(N2)=O)CCN(C)C)C=C1Br (5,6-dibromo-1,3-dihydro-1-(2-dimethylaminoethyl)-2H-benzimidazol-2-one). Reaction SMILES: [CH3:1][N:2]([CH3:15])[CH2:3][CH2:4][N:5]1[C:9]2[CH:10]=[CH:11][CH:12]=[CH:13][C:8]=2[NH:7][C:6]1=[O:14].[Br-:16].[Br-:17].[Br-:18].C([N+](C)(C)C)C1C=CC=CC=1.C([N+](C)(C)C)C1C=CC=CC=1.C([N+](C)(C)C)C1C=CC=CC=1>C(O)(=O)C.[Cl-].[Zn+2].[Cl-]>[CH3:1][N:2]([CH3:15])[CH2:3][CH2:4][N:5]1[C:9]2[CH:10]=[C:11]([Br:18])[C:12]([Br:17])=[C:13]([Br:16])[C:8]=2[NH:7][C:6]1=[O:14].[Br:16][C:12]1[C:11]([Br:17])=[CH:10][C:9]2[N:5]([CH2:4][CH2:3][N:2]([CH3:15])[CH3:1])[C:6](=[O:14])[NH:7][C:8]=2[CH:13]=1 |f:1.2.3.4.5.6,8.9.10|. Procedure details: To a solution of 1,3-dihydro-1-(2-dimethylaminoethyl)-2H-benzimidazol-2-one (0.63 g) in acetic acid (20 ml) were added zinc chloride (1.33 g) and benzyltrimethylammonium tribromide (2.64 g). The reaction mixture was stirred at 70° C. for 24 hours, after which the solvent was distilled off under reduced pressure. To the residue was added a saturated aqueous sodium hydrogen carbonate solution and the product was extracted with ethyl acetate. The organic layer was washed with saturated aqueous sodi... Starting materials: E1, ClC=1C=C2N(C(N1)=O)CCN2C (7-chloro-1-methyl-2,3-dihydroimidazo[1,2-c]-pyrimidin-5(1H)-one), [H-].[Na+] (NaH), FC=1C=C(C=CC1N1C=NC=C1C)CO ((3-fluoro-4-(5-methyl-1H-imidazol-1-yl)phenyl)methanol). RXN SMILES: [H-].[Na+].[F:3][C:4]1[CH:5]=[C:6]([CH2:16][OH:17])[CH:7]=[CH:8][C:9]=1[N:10]1[C:14]([CH3:15])=[CH:13][N:12]=[CH:11]1.Cl[C:19]1[CH:20]=[C:21]2[N:28]([CH3:29])[CH2:27][CH2:26][N:22]2[C:23](=[O:25])[N:24]=1>C1COCC1>[F:3][C:4]1[CH:5]=[C:6]([CH:7]=[CH:8][C:9]=1[N:10]1[C:14]([CH3:15])=[CH:13][N:12]=[CH:11]1)[CH2:16][O:17][C:19]1[CH:20]=[C:21]2[N:28]([CH3:29])[CH2:27][CH2:26][N:22]2[C:23](=[O:25])[N:24]=1 |f:0.1|. The solvent is C1CCOC1 (THF). Procedure details: Prepared in a manner similar to that described for E1 using NaH (17.46 mg, 0.727 mmol), (3-fluoro-4-(5-methyl-1H-imidazol-1-yl)phenyl)methanol (100 mg, 0.485 mmol) in THF (8 mL) and 7-chloro-1-methyl-2,3-dihydroimidazo[1,2-c]-pyrimidin-5(1H)-one (90 mg, 0.485 mmol). Product: FC=1C=C(COC=2C=C3N(C(N2)=O)CCN3C)C=CC1N1C=NC=C1C (7-((3-fluoro-4-(5-methyl-1H-imidazol-1-yl)benzyl)oxy)-1-methyl-2,3-dihydroimida-zo[1,2-c]pyrimidin-5(1H)-one).